From a dataset of the Open Reaction Database (ORD), a public repository of structured organic reaction records. describe an organic reaction: reactants, conditions, products, and yield Reactants: COC(CC1=CC=CC2=CC=CC=C12)=NC(=O)C1=CC=CC2=C(C=CC=C12)Br (methyl-N-(5-bromo-1-naphthoyl)-2-(1-naphthalenyl)acetimidate), C[O-].[Na+] (sodium methoxide), [Na] (sodium), C(#N)CC(=O)N (cyanoacetamide), OS(=O)(=O)O (H2SO4). Run in O (water), CO (methanol). Run at time 2 minute. The product is BrC1=C2C=CC=C(C2=CC=C1)C=1NC(C(=C(N1)CC1=CC=CC2=CC=CC=C12)C#N)=O (2-(5-Bromo-1-naphthalenyl)-1,6-dihydro-4-[(1-naphthalenyl)methyl]-6-oxo-5-pyrimidinecarbonitrile). Yield: 70.3%. As a reaction SMILES: C[O-].[Na+].[Na].[C:5]([CH2:7][C:8]([NH2:10])=[O:9])#[N:6].CO[C:13](=[N:25][C:26]([C:28]1[C:37]2[C:32](=[C:33]([Br:38])[CH:34]=[CH:35][CH:36]=2)[CH:31]=[CH:30][CH:29]=1)=O)[CH2:14][C:15]1[C:24]2[C:19](=[CH:20][CH:21]=[CH:22][CH:23]=2)[CH:18]=[CH:17][CH:16]=1.OS(O)(=O)=O>CO.O>[Br:38][C:33]1[CH:34]=[CH:35][CH:36]=[C:37]2[C:32]=1[CH:31]=[CH:30][CH:29]=[C:28]2[C:26]1[NH:10][C:8](=[O:9])[C:7]([C:5]#[N:6])=[C:13]([CH2:14][C:15]2[C:24]3[C:19](=[CH:20][CH:21]=[CH:22][CH:23]=3)[CH:18]=[CH:17][CH:16]=2)[N:25]=1 |f:0.1,^1:3|. Reported procedure: To a stirred solution of sodium methoxide, freshly prepared from sodium (1.5 g, 0.065 mol) in methanol (75 mL), was added cyanoacetamide (4.2 g, 0.050 mol). After 2 minutes, methyl-N-(5-bromo-1-naphthoyl)-2-(1-naphthalenyl)acetimidate (21.6 g, 0.050 mol) was added. The resulting mixture was stirred at room temperature for 15 hours, then heated to reflux for 4 hours. After cooling to room temperature, the mixture was neutralized with H2SO4 (1.8 mL) and diluted with water. The product was collecte... Starting materials: Oc1ccc(Br)c(F)c1, O=C([O-])[O-], CI, CN(C)C=O, [Cs+], [Cs+], O. Product: COc1ccc(Br)c(F)c1. Reaction SMILES: [Br:1][c:2]1[c:3]([F:9])[cH:4][c:5]([OH:8])[cH:6][cH:7]1.[C:10](=[O:11])([O-:12])[O-:13].[CH3:16][I:17].[CH3:19][N:20]([CH3:21])[CH:22]=[O:23].[Cs+:14].[Cs+:15].[OH2:18]>>[Br:1][c:2]1[c:3]([F:9])[cH:4][c:5]([O:8][CH3:10])[cH:6][cH:7]1. Starting materials: COc1ccc(CCBr)cc1, Cc1noc(C)c1Cn1cc(N2C(=O)NC(C)(C)C2=O)cn1. Reaction SMILES: [Br:23][CH2:24][CH2:25][c:26]1[cH:27][cH:28][c:29]([O:32][CH3:33])[cH:30][cH:31]1.[CH3:1][c:2]1[n:3][o:4][c:5]([CH3:22])[c:6]1[CH2:7][n:8]1[n:9][cH:10][c:11]([N:13]2[C:14](=[O:21])[NH:15][C:16]([CH3:19])([CH3:20])[C:17]2=[O:18])[cH:12]1>>[CH3:1][c:2]1[n:3][o:4][c:5]([CH3:22])[c:6]1[CH2:7][n:8]1[n:9][cH:10][c:11]([N:13]2[C:14](=[O:21])[N:15]([CH2:24][CH2:25][c:26]3[cH:27][cH:28][c:29]([O:32][CH3:33])[cH:30][cH:31]3)[C:16]([CH3:19])([CH3:20])[C:17]2=[O:18])[cH:12]1. Product: COc1ccc(CCN2C(=O)N(c3cnn(Cc4c(C)noc4C)c3)C(=O)C2(C)C)cc1. Reactants: NC1C2CC3CC(CC1C3)C2 (2-aminoadamantane), C=1C=CC2=C(C1)N=NN2O (HOBT), C1CCC(CC1)N=C=NC2CCCCC2 (DCC), C(=O)(OC(C)(C)C)C1C(CCC1)(C(=O)O)N (BOC-1-aminocyclopentane-1-carboxylic acid), C1CCOC1 (THF). Product: C(C)(C)(C)OC(NC1(CCCC1)C(NC1C2CC3CC(CC1C3)C2)=O)=O ([1-(Adamantan-2-ylcarbamoyl)-cyclopentyl]-carbamic acid tert-butyl ester). As a reaction SMILES: [C:1](C1CCCC1(N)C(O)=O)([O:3][C:4]([CH3:7])([CH3:6])[CH3:5])=[O:2].[NH2:17][CH:18]1[CH:25]2[CH2:26][CH:21]3[CH2:22][CH:23]([CH2:27][CH:19]1[CH2:20]3)[CH2:24]2.[CH:28]1[CH:29]=[CH:30][C:31]2N(O)N=[N:34][C:32]=2[CH:33]=1.C1CCC(N=C=NC2CCCCC2)CC1.C1C[O:56]CC1>>[C:4]([O:3][C:1](=[O:2])[NH:34][C:32]1([C:33](=[O:56])[NH:17][CH:18]2[CH:19]3[CH2:27][CH:23]4[CH2:22][CH:21]([CH2:26][CH:25]2[CH2:24]4)[CH2:20]3)[CH2:28][CH2:29][CH2:30][CH2:31]1)([CH3:7])([CH3:6])[CH3:5]. Procedure: A solution of BOC-1-aminocyclopentane-1-carboxylic acid (882 mg) in dry THF (15 mL) was cooled to 0° C. To this mixture were added 2-aminoadamantane (582 mg), HOBT (519 mg) and DCC (833 mg) sequentially. The mixture was allowed to warm to RT and was then stirred over night. The suspension was filtered and the filtrate was concentrated in vacuo. The residue was dissolved in ethyl acetate (20 mL), washed with water, dried over Na2SO4 and evaporated. The crude material was dissolved in ethyl acetat... Reactants: IC1=CN2CCC3=C(C(C2=N1)OC1CCN(CC1)C)C=CC=C3 (2-iodo-4-(1-methyl piperidin-4-yloxy)-9,10-dihydro-4H-3,10a-diaza-benzo[f]azulene), CCN(C(C)C)C(C)C (DIEA), C(C1=CC=CC=C1)S (benzylmercaptan), CC1(C2=C(C(=CC=C2)P(C3=CC=CC=C3)C4=CC=CC=C4)OC5=C(C=CC=C51)P(C6=CC=CC=C6)C7=CC=CC=C7)C (Xantphos), CC1(C2=C(C(=CC=C2)P(C3=CC=CC=C3)C4=CC=CC=C4)OC5=C(C=CC=C51)P(C6=CC=CC=C6)C7=CC=CC=C7)C (Xantphos), N (ammonia). The reagents and catalysts are C=1C=CC(=CC1)/C=C/C(=O)/C=C/C2=CC=CC=C2.C=1C=CC(=CC1)/C=C/C(=O)/C=C/C2=CC=CC=C2.[Pd] (bis(dibenzilideneacetone)Palladium(0)), C=1C=CC(=CC1)/C=C/C(=O)/C=C/C2=CC=CC=C2.C=1C=CC(=CC1)/C=C/C(=O)/C=C/C2=CC=CC=C2.[Pd] (bis(dibenzilideneacetone)Palladium(0)). The solvent is O (water), O1CCOCC1 (1,4-dioxane). Reaction conditions: temperature 120 celsius. Yields the product C(C1=CC=CC=C1)SC1=CN2CCC3=C(C(C2=N1)OC1CCN(CC1)C)C=CC=C3 (2-benzylsulfanyl-4-(1-methylpiperidin-4-yloxy)-9,10-dihydro-4H-3,10a-diaza-benzo[f]azulene). RXN SMILES: I[C:2]1[N:11]=[C:10]2[N:4]([CH2:5][CH2:6][C:7]3[CH:23]=[CH:22][CH:21]=[CH:20][C:8]=3[CH:9]2[O:12][CH:13]2[CH2:18][CH2:17][N:16]([CH3:19])[CH2:15][CH2:14]2)[CH:3]=1.CCN(C(C)C)C(C)C.[CH2:33]([SH:40])[C:34]1[CH:39]=[CH:38][CH:37]=[CH:36][CH:35]=1.CC1(C)C2C(=C(P(C3C=CC=CC=3)C3C=CC=CC=3)C=CC=2)OC2C(P(C3C=CC=CC=3)C3C=CC=CC=3)=CC=CC1=2.N>O1CCOCC1.C1C=CC(/C=C/C(/C=C/C2C=CC=CC=2)=O)=CC=1.C1C=CC(/C=C/C(/C=C/C2C=CC=CC=2)=O)=CC=1.[Pd].O>[CH2:33]([S:40][C:2]1[N:11]=[C:10]2[N:4]([CH2:5][CH2:6][C:7]3[CH:23]=[CH:22][CH:21]=[CH:20][C:8]=3[CH:9]2[O:12][CH:13]2[CH2:18][CH2:17][N:16]([CH3:19])[CH2:15][CH2:14]2)[CH:3]=1)[C:34]1[CH:39]=[CH:38][CH:37]=[CH:36][CH:35]=1 |f:6.7.8|. Procedure: To a solution of compound 2-iodo-4-(1-methyl piperidin-4-yloxy)-9,10-dihydro-4H-3,10a-diaza-benzo[f]azulene (example 2A) (50 mg, 0.12 mmoles) in 1,4-dioxane (0.5 mL) in a screw-capped vial under argon are added DIEA (31 μL, 0.18 mmole), benzylmercaptan (21 μL, 0.18 mmole), bis(dibenzilideneacetone)Palladium(0) (3.5 mg, 6 μmole), Xantphos (3.5 mg, 6 μmole). The reaction mixture is heated at 120° C. overnight. As the reaction is not complete, bis(dibenzilideneacetone)Palladium(0) (3.5 mg, 6 μmole)... Reactants: CCOC(=O)C1=CNCCc2c1[nH]c1ccccc21, COc1ccc(P2(=S)SP(=S)(c3ccc(OC)cc3)S2)cc1, Cc1ccccc1. Yields the product CCOC(=S)C1=CNCCc2c1[nH]c1ccccc21. As a reaction SMILES: [CH2:1]1[CH2:2][NH:3][CH:4]=[C:5]([C:15](=[O:16])[O:17][CH2:18][CH3:19])[c:6]2[nH:7][c:8]3[cH:9][cH:10][cH:11][cH:12][c:13]3[c:14]21.[CH3:20][O:21][c:22]1[cH:23][cH:24][c:25]([P:26]2(=[S:29])[S:27][P:28]([c:30]3[cH:31][cH:32][c:33]([O:34][CH3:35])[cH:36][cH:37]3)(=[S:38])[S:39]2)[cH:40][cH:41]1.[CH3:42][c:43]1[cH:44][cH:45][cH:46][cH:47][cH:48]1>>[CH2:1]1[CH2:2][NH:3][CH:4]=[C:5]([C:15]([O:17][CH2:18][CH3:19])=[S:29])[c:6]2[nH:7][c:8]3[cH:9][cH:10][cH:11][cH:12][c:13]3[c:14]21. The reactants are C(C1=CC=CC=C1)OC=1C=NC(=NC1)C1=CC=C(C=C1)O (5-benzyloxy-2-(4-hydroxyphenyl)pyrimidine), BrCCCCCCCCCC (bromodecane), CC(=CCCC1=CCC(CC1)CCC1=CC=C(C=C1)OCC1CC=C(CC1)CCCCC)C (4-[2-(4-(4-Methyl-3-pentenyl)-3-cyclohexenyl)ethyl]-1-(4-pentyl-3-cyclohexenyl)methoxybenzene). Yields the product C(C1=CC=CC=C1)OC=1C=NC(=NC1)C1=CC=C(C=C1)OCCCCCCCCCC (5-benzyloxy-2-(4-decyloxyphenyl)pyrimidine). RXN SMILES: [CH2:1]([O:8][C:9]1[CH:10]=[N:11][C:12]([C:15]2[CH:20]=[CH:19][C:18]([OH:21])=[CH:17][CH:16]=2)=[N:13][CH:14]=1)[C:2]1[CH:7]=[CH:6][CH:5]=[CH:4][CH:3]=1.Br[CH2:23][CH2:24][CH2:25][CH2:26][CH2:27][CH2:28][CH2:29][CH2:30][CH2:31][CH3:32].CC(C)=CCCC1CCC(CCC2C=CC(OCC3CCC(CCCCC)=CC3)=CC=2)CC=1>>[CH2:1]([O:8][C:9]1[CH:14]=[N:13][C:12]([C:15]2[CH:16]=[CH:17][C:18]([O:21][CH2:23][CH2:24][CH2:25][CH2:26][CH2:27][CH2:28][CH2:29][CH2:30][CH2:31][CH3:32])=[CH:19][CH:20]=2)=[N:11][CH:10]=1)[C:2]1[CH:7]=[CH:6][CH:5]=[CH:4][CH:3]=1. Procedure details: The reaction between 5-benzyloxy-2-(4-hydroxyphenyl)pyrimidine (prepared essentially according to the procedure of E. P. Janulis et al., U.S. Pat. No. 5,399,291) and bromodecane is essentially that used for synthesis of ether 2H. The reactants are CCOC(=O)c1ccc(-c2nc(COc3ccc(COc4nn(-c5ccccc5)cc4C=Cc4csc(CC)n4)cc3OC)c(C)o2)s1, CCO, Cl, [Na+], C1CCOC1, [OH-], O. Product: CCc1nc(C=Cc2cn(-c3ccccc3)nc2OCc2ccc(OCc3nc(-c4ccc(C(=O)O)s4)oc3C)c(OC)c2)cs1. As a reaction SMILES: [CH2:1]([CH3:2])[c:3]1[s:4][cH:5][c:6]([CH:8]=[CH:9][c:10]2[c:11]([O:21][CH2:22][c:23]3[cH:24][c:25]([O:47][CH3:48])[c:26]([O:27][CH2:28][c:29]4[n:30][c:31](-[c:35]5[cH:36][cH:37][c:38]([C:40](=[O:41])[O:42][CH2:43][CH3:44])[s:39]5)[o:32][c:33]4[CH3:34])[cH:45][cH:46]3)[n:12][n:13](-[c:15]3[cH:16][cH:17][cH:18][cH:19][cH:20]3)[cH:14]2)[n:7]1.[CH3:58][CH2:59][OH:60].[ClH:56].[Na+:55].[O:49]1[CH2:50][CH2:51][CH2:52][CH2:53]1.[OH-:54].[OH2:57]>>[CH2:1]([CH3:2])[c:3]1[s:4][cH:5][c:6]([CH:8]=[CH:9][c:10]2[c:11]([O:21][CH2:22][c:23]3[cH:24][c:25]([O:47][CH3:48])[c:26]([O:27][CH2:28][c:29]4[n:30][c:31](-[c:35]5[cH:36][cH:37][c:38]([C:40](=[O:41])[OH:42])[s:39]5)[o:32][c:33]4[CH3:34])[cH:45][cH:46]3)[n:12][n:13](-[c:15]3[cH:16][cH:17][cH:18][cH:19][cH:20]3)[cH:14]2)[n:7]1. Starting materials: CCOCC, C[Si](C)(C)Cl, CN(C)C=O, C#CCC(O)(CC(C)(C)c1ccccc1C(=O)O)C(F)(F)F, c1c[nH]cn1. The product is C#CCC(CC(C)(C)c1ccccc1C(=O)O)(O[Si](C)(C)C)C(F)(F)F. RXN SMILES: [CH3:38][CH2:39][O:40][CH2:41][CH3:42].[Cl:28][Si:29]([CH3:30])([CH3:31])[CH3:32].[O:33]=[CH:34][N:35]([CH3:36])[CH3:37].[OH:1][C:2]([CH2:3][C:4]([CH3:5])([CH3:6])[c:7]1[c:8]([C:9](=[O:10])[OH:11])[cH:12][cH:13][cH:14][cH:15]1)([CH2:16][C:17]#[CH:18])[C:19]([F:20])([F:21])[F:22].[nH:23]1[cH:24][cH:25][n:26][cH:27]1>>[O:1]([C:2]([CH2:3][C:4]([CH3:5])([CH3:6])[c:7]1[c:8]([C:9](=[O:10])[OH:11])[cH:12][cH:13][cH:14][cH:15]1)([CH2:16][C:17]#[CH:18])[C:19]([F:20])([F:21])[F:22])[Si:29]([CH3:30])([CH3:31])[CH3:32].